This data is from the Open Reaction Database (ORD), a public repository of structured organic reaction records. The task is: describe an organic reaction: reactants, conditions, products, and yield Reactants: O=C(n1ccnc1)n1ccnc1, C1CCOC1, CC(C)N(CCCCOCC(=O)O)c1cnc(-c2ccccc2)c(-c2ccccc2)n1, Cc1ccc(S(N)(=O)=O)cc1. Yields the product Cc1ccc(S(=O)(=O)NC(=O)COCCCCN(c2cnc(-c3ccccc3)c(-c3ccccc3)n2)C(C)C)cc1. RXN SMILES: [C:32]([n:33]1[cH:34][cH:35][n:36][cH:37]1)([n:38]1[cH:39][cH:40][n:41][cH:42]1)=[O:43].[O:55]1[CH2:56][CH2:57][CH2:58][CH2:59]1.[c:1]1(-[c:7]2[n:8][cH:9][c:10]([N:19]([CH:20]([CH3:21])[CH3:22])[CH2:23][CH2:24][CH2:25][CH2:26][O:27][CH2:28][C:29](=[O:30])[OH:31])[n:11][c:12]2-[c:13]2[cH:14][cH:15][cH:16][cH:17][cH:18]2)[cH:2][cH:3][cH:4][cH:5][cH:6]1.[c:44]1([CH3:54])[cH:45][cH:46][c:47]([S:50](=[O:51])(=[O:52])[NH2:53])[cH:48][cH:49]1>>[c:1]1(-[c:7]2[n:8][cH:9][c:10]([N:19]([CH:20]([CH3:21])[CH3:22])[CH2:23][CH2:24][CH2:25][CH2:26][O:27][CH2:28][C:29](=[O:30])[NH:53][S:50]([c:47]3[cH:46][cH:45][c:44]([CH3:54])[cH:49][cH:48]3)(=[O:51])=[O:52])[n:11][c:12]2-[c:13]2[cH:14][cH:15][cH:16][cH:17][cH:18]2)[cH:2][cH:3][cH:4][cH:5][cH:6]1. Solvent: O1CCCC1 (tetrahydrofuran), O1CCCC1 (tetrahydrofuran). Yields the product COCCN1C(CC(N(C2=C1C=CC(=C2)Cl)C2=CC=CC=C2)=O)=O (1-(β-Methoxy-ethyl)-5-phenyl-7-chloro-1H-1,5-benzodiazepine-2,4-(3H,5H)-dione). Procedure details: 28.6 gm (0.1 mol) of 5-phenyl-7-chloro-1H-1,5-benzodiazepine-2,4-(3H,5H)-dione were suspended in 750 ml of absolute tetrahydrofuran, 5 gm of a 50% dispersion of sodium hydride in tetrahydrofuran were added to the Suspension and the mixture was stirred for two hours at room temperature, whereby everything went into solution. 21-28 gm (0.15 - 0.2 mol) of β-bromo-ethyl methyl ether were then added to the solution, and the resulting mixture was refluxed for 15-20 hours. Thereafter, the reaction solu... Starting materials: C1(=CC=CC=C1)N1C(CC(NC2=C1C=C(C=C2)Cl)=O)=O (5-phenyl-7-chloro-1H-1,5-benzodiazepine-2,4-(3H,5H)-dione), [H-].[Na+] (sodium hydride), COCCBr (β-bromo-ethyl methyl ether). Reaction conditions: time 2 hour. RXN SMILES: [C:1]1([N:7]2[C:13]3[CH:14]=[C:15]([Cl:18])[CH:16]=[CH:17][C:12]=3[NH:11][C:10](=[O:19])[CH2:9][C:8]2=[O:20])[CH:6]=[CH:5][CH:4]=[CH:3][CH:2]=1.[H-].[Na+].[CH3:23][O:24][CH2:25][CH2:26]Br>O1CCCC1>[CH3:23][O:24][CH2:25][CH2:26][N:11]1[C:12]2[CH:17]=[CH:16][C:15]([Cl:18])=[CH:14][C:13]=2[N:7]([C:1]2[CH:6]=[CH:5][CH:4]=[CH:3][CH:2]=2)[C:8](=[O:20])[CH2:9][C:10]1=[O:19] |f:1.2|. Starting materials: N1=C(C=CC=C1)C(CC(CC(=O)C1=NC=CC=C1)=O)=O (1,5-di-pyridin-2-yl-pentane-1,3,5-trione), C(C)OC1=CC(=NC=C1)C(CC(CC(=O)C1=NC=CC(=C1)OCC)=O)=O (1,5-Bis(4-ethoxy-pyridin-2-yl)pentane-1,3,5-trione). The product is C(C)OC1=CC(=NC=C1)C=1NC(=CC(C1)=O)C1=NC=CC(=C1)OCC (4,4″-diethoxy-1′H-[2,2′;6′,2″]terpyridin-4′-one). As a reaction SMILES: [N:1]1C=CC=CC=1C(=O)CC(=O)CC(C1C=CC=CN=1)=O.[CH2:21]([O:23][C:24]1[CH:29]=[CH:28][N:27]=[C:26]([C:30](=O)[CH2:31][C:32](=[O:45])[CH2:33][C:34]([C:36]2[CH:41]=[C:40]([O:42][CH2:43][CH3:44])[CH:39]=[CH:38][N:37]=2)=O)[CH:25]=1)[CH3:22]>>[CH2:21]([O:23][C:24]1[CH:29]=[CH:28][N:27]=[C:26]([C:30]2[NH:1][C:34]([C:36]3[CH:41]=[C:40]([O:42][CH2:43][CH3:44])[CH:39]=[CH:38][N:37]=3)=[CH:33][C:32](=[O:45])[CH:31]=2)[CH:25]=1)[CH3:22]. Procedure: This compound is prepared in a manner analogous to that described in Example 1, Step 2 for 1,5-di-pyridin-2-yl-pentane-1,3,5-trione, but instead the ethoxy-substituted triketone from Example 20 is used. Pure 4,4″-diethoxy-1′H-[2,2′;6′,2″]terpyridin-4′-one can be obtained by chromatography on silica gel (chloroform/methanol 9:1, 0.1% NH4OH) in the form of a white crystalline powder. 1H-NMR (360 MHz, CDCl3): 1.37 (t, 6H, 7.2 Hz); 4.05 (q, 4H, 7.2 Hz); 6.77 (dd, 2H, J=5.9, 2.3 Hz), 6.99 (br s, 2H),... Starting materials: C(C)(C)(C)C1=CC(=NO1)NC(=O)NC1=CC(=CC=C1)OC1=NC=NC2=CC(=C(C=C12)O)OC (1-(5-tert-butylisoxazol-3-yl)-3-(3-(6-hydroxy-7-methoxyquinazolin-4-yloxy)phenyl)urea), C(Cl)[C@H]1CO1 ((R)(−)epichlorohydrin). Product: C(C)(C)(C)C1=CC(=NO1)NC(=O)NC1=CC(=CC=C1)OC1=NC=NC2=CC(=C(C=C12)OC[C@@H]1OC1)OC ((R)-1-(5-tert-butylisoxazol-3-yl)-3-(3-(7-methoxy-6-(oxiran-2-ylmethoxy)quinazolin-4-yloxy)phenyl)urea). The yield is 8.9%. As a reaction SMILES: [C:1]([C:5]1[O:9][N:8]=[C:7]([NH:10][C:11]([NH:13][C:14]2[CH:19]=[CH:18][CH:17]=[C:16]([O:20][C:21]3[C:30]4[C:25](=[CH:26][C:27]([O:32][CH3:33])=[C:28]([OH:31])[CH:29]=4)[N:24]=[CH:23][N:22]=3)[CH:15]=2)=[O:12])[CH:6]=1)([CH3:4])([CH3:3])[CH3:2].[CH2:34]([C@@H:36]1[O:38][CH2:37]1)Cl>>[C:1]([C:5]1[O:9][N:8]=[C:7]([NH:10][C:11]([NH:13][C:14]2[CH:19]=[CH:18][CH:17]=[C:16]([O:20][C:21]3[C:30]4[C:25](=[CH:26][C:27]([O:32][CH3:33])=[C:28]([O:31][CH2:34][C@H:36]5[CH2:37][O:38]5)[CH:29]=4)[N:24]=[CH:23][N:22]=3)[CH:15]=2)=[O:12])[CH:6]=1)([CH3:4])([CH3:2])[CH3:3]. Reported procedure: 1-(5-tert-butylisoxazol-3-yl)-3-(3-(6-hydroxy-7-methoxyquinazolin-4-yloxy)phenyl)urea (320 mg, 0.712 mol) and (R)(−)epichlorohydrin (288 μL, 3.56 mmol) were reacted using the same procedure as described before from Example 111A to afford (R)-1-(5-tert-butylisoxazol-3-yl)-3-(3-(7-methoxy-6-(oxiran-2-ylmethoxy)quinazolin-4-yloxy)phenyl)urea (160 mg, 44%). LC-MS (ESI) m/z 506 (M+H)+. Product: CCOC(=O)C1=C(COCCOc2ncccn2)NC(C)=C(C(=O)OC)C1c1ccccc1Cl. As a reaction SMILES: [Cl:31][c:32]1[n:33][cH:34][cH:35][cH:36][n:37]1.[Cl:3][c:4]1[c:5]([CH:10]2[C:11]([C:26](=[O:27])[O:28][CH2:29][CH3:30])=[C:12]([CH2:21][O:22][CH2:23][CH2:24][OH:25])[NH:13][C:14]([CH3:20])=[C:15]2[C:16](=[O:17])[O:18][CH3:19])[cH:6][cH:7][cH:8][cH:9]1.[H-:1].[Na+:2].[O:38]1[CH2:39][CH2:40][CH2:41][CH2:42]1>>[Cl:3][c:4]1[c:5]([CH:10]2[C:11]([C:26](=[O:27])[O:28][CH2:29][CH3:30])=[C:12]([CH2:21][O:22][CH2:23][CH2:24][O:25][c:32]3[n:33][cH:34][cH:35][cH:36][n:37]3)[NH:13][C:14]([CH3:20])=[C:15]2[C:16](=[O:17])[O:18][CH3:19])[cH:6][cH:7][cH:8][cH:9]1. Starting materials: Clc1ncccn1, CCOC(=O)C1=C(COCCO)NC(C)=C(C(=O)OC)C1c1ccccc1Cl, [H-], [Na+], C1CCOC1. Reactants: Br, CC#N, OCc1ccccc1OCc1ccccc1C(F)(F)F, c1ccc([PH+](c2ccccc2)c2ccccc2)cc1. Product: [Br-], FC(F)(F)c1ccccc1COc1ccccc1C[P+](c1ccccc1)(c1ccccc1)c1ccccc1. As a reaction SMILES: [BrH:21].[CH3:41][C:42]#[N:43].[F:1][C:2]([c:3]1[c:4]([CH2:5][O:6][c:7]2[c:8]([CH2:13][OH:14])[cH:9][cH:10][cH:11][cH:12]2)[cH:15][cH:16][cH:17][cH:18]1)([F:19])[F:20].[c:22]1([PH+:28]([c:29]2[cH:30][cH:31][cH:32][cH:33][cH:34]2)[c:35]2[cH:36][cH:37][cH:38][cH:39][cH:40]2)[cH:23][cH:24][cH:25][cH:26][cH:27]1>>[Br-:21].[F:1][C:2]([c:3]1[c:4]([CH2:5][O:6][c:7]2[c:8]([CH2:13][P+:28]([c:22]3[cH:23][cH:24][cH:25][cH:26][cH:27]3)([c:29]3[cH:30][cH:31][cH:32][cH:33][cH:34]3)[c:35]3[cH:36][cH:37][cH:38][cH:39][cH:40]3)[cH:9][cH:10][cH:11][cH:12]2)[cH:15][cH:16][cH:17][cH:18]1)([F:19])[F:20]. Reactants: [Cl-].C(CCCCCCCCCCCCCCC)[N+]1=CC=CC=C1 (N-hexadecylpyridinium chloride), C(#N)C1=CC=C(C=C1)S(=O)[O-].[Na+] (sodium 4-cyanobenzenesulfinate). The solvent is C(C)O (ethanol), C(C)O (ethanol). The product is C(#N)C1=CC=C(C=C1)S(=O)[O-].C(CCCCCCCCCCCCCCC)[N+]1=CC=CC=C1 (N-Hexadecylpyridinium 4-Cyanobenzenesulfinate). Isolated yield 108.3%. As a reaction SMILES: [Cl-].[CH2:2]([N+:18]1[CH:23]=[CH:22][CH:21]=[CH:20][CH:19]=1)[CH2:3][CH2:4][CH2:5][CH2:6][CH2:7][CH2:8][CH2:9][CH2:10][CH2:11][CH2:12][CH2:13][CH2:14][CH2:15][CH2:16][CH3:17].[C:24]([C:26]1[CH:31]=[CH:30][C:29]([S:32]([O-:34])=[O:33])=[CH:28][CH:27]=1)#[N:25].[Na+]>C(O)C>[C:24]([C:26]1[CH:27]=[CH:28][C:29]([S:32]([O-:34])=[O:33])=[CH:30][CH:31]=1)#[N:25].[CH2:2]([N+:18]1[CH:19]=[CH:20][CH:21]=[CH:22][CH:23]=1)[CH2:3][CH2:4][CH2:5][CH2:6][CH2:7][CH2:8][CH2:9][CH2:10][CH2:11][CH2:12][CH2:13][CH2:14][CH2:15][CH2:16][CH3:17] |f:0.1,2.3,5.6|. Reported procedure: A solution of N-hexadecylpyridinium chloride (1.6 g) in ethanol (20 mL) was added to an Erlenmeyer flask containing a magnetically stirred boiling solution of sodium 4-cyanobenzenesulfinate (1.0 g) in anhydrous ethanol (200 mL). The mixture was allowed to cool to room temperature and was then further cooled in an ice bath. The mixture was filtered and the filtrate was concentrated to dryness using a rotary evaporator. The residue was then dissolved in chloroform (100 mL), filtered, and concentra... The reactants are CN(C)CCO, N#Cc1cccnc1Cl, [H-], [Na+], CN(C)C=O. Product: CN(C)CCOc1ncccc1C#N, Cl. RXN SMILES: [CH3:1][N:2]([CH2:3][CH2:4][OH:5])[CH3:6].[Cl:9][c:10]1[n:11][cH:12][cH:13][cH:14][c:15]1[C:16]#[N:17].[H-:8].[Na+:7].[O:18]=[CH:19][N:20]([CH3:21])[CH3:22]>>[CH3:1][N:2]([CH2:3][CH2:4][O:5][c:10]1[n:11][cH:12][cH:13][cH:14][c:15]1[C:16]#[N:17])[CH3:6].[ClH:9].